From a dataset of the Open Reaction Database (ORD), a public repository of structured organic reaction records. describe an organic reaction: reactants, conditions, products, and yield Reactants: ClC1=CC=C(S1)S(=O)(=O)N1C2C(C(CC1CCC2)=O)=CO (9-(5-chloro-thiophene-2-sulfonyl)-2-hydroxymethylene-9-aza-bicyclo[3.3.1]nonan-3-one), O.NN (hydrazine monohydrate). Solvent: C(C)(=O)O (acetic acid). Reaction conditions: temperature 100 celsius, time 1 hour. Yields the product ClC1=CC=C(S1)S(=O)(=O)N1C2C=3C=NNC3CC1CCC2 (12-(5-chloro-thiophene-2-sulfonyl)-4,5,12-triaza-tricyclo[6.3.1.02,6]dodeca-2(6),3-diene). RXN SMILES: [Cl:1][C:2]1[S:6][C:5]([S:7]([N:10]2[CH:15]3[CH2:16][CH2:17][CH2:18][CH:11]2[C:12](=[CH:20]O)[C:13](=O)[CH2:14]3)(=[O:9])=[O:8])=[CH:4][CH:3]=1.O.[NH2:23][NH2:24]>C(O)(=O)C>[Cl:1][C:2]1[S:6][C:5]([S:7]([N:10]2[CH:15]3[CH2:16][CH2:17][CH2:18][CH:11]2[C:12]2[CH:20]=[N:23][NH:24][C:13]=2[CH2:14]3)(=[O:9])=[O:8])=[CH:4][CH:3]=1 |f:1.2|. Procedure: To a solution of 9-(5-chloro-thiophene-2-sulfonyl)-2-hydroxymethylene-9-aza-bicyclo[3.3.1]nonan-3-one crude mixture in glacial acetic acid (3 mL) followed by hydrazine monohydrate (1 mL). The reaction mixture was stirred at 100° C. for 1 h after which the solution was cooled to room temperature and quenched by the addition of saturated NaHCO3 solution (until pH>7). The resulting solution was extracted with EtOAc (3×20 mL), the organic extracts were combined, dried (Na2SO4), filtered, concentrate... Reactants: BrC(Br)(Br)Br, C=CC12CCc3cc(OC)ccc3C1C(CCCCCO)CC1(CO[SiH](C)C)C(C(C)(C)C)CCC21, ClCCl, c1ccc(P(c2ccccc2)c2ccccc2)cc1, c1c[nH]cn1. The product is C=CC12CCc3cc(OC)ccc3C1C(CCCCCBr)CC1(CO[SiH](C)C)C(C(C)(C)C)CCC21. Reaction SMILES: [Br:61][C:62]([Br:63])([Br:64])[Br:65].[C:25]([CH3:26])([CH3:27])([CH3:28])[CH:29]1[C:30]2([CH2:31][O:32][SiH:33]([CH3:34])[CH3:35])[CH:36]([CH2:37][CH2:38]1)[C:39]1([CH:59]=[CH2:60])[CH2:40][CH2:41][c:42]3[cH:43][c:44]([O:57][CH3:58])[cH:45][cH:46][c:47]3[CH:48]1[CH:49]([CH2:51][CH2:52][CH2:53][CH2:54][CH2:55][OH:56])[CH2:50]2.[Cl:66][CH2:67][Cl:68].[c:1]1([P:2]([c:3]2[cH:4][cH:5][cH:6][cH:7][cH:8]2)[c:9]2[cH:10][cH:11][cH:12][cH:13][cH:14]2)[cH:15][cH:16][cH:17][cH:18][cH:19]1.[nH:20]1[cH:21][cH:22][n:23][cH:24]1>>[C:25]([CH3:26])([CH3:27])([CH3:28])[CH:29]1[C:30]2([CH2:31][O:32][SiH:33]([CH3:34])[CH3:35])[CH:36]([CH2:37][CH2:38]1)[C:39]1([CH:59]=[CH2:60])[CH2:40][CH2:41][c:42]3[cH:43][c:44]([O:57][CH3:58])[cH:45][cH:46][c:47]3[CH:48]1[CH:49]([CH2:51][CH2:52][CH2:53][CH2:54][CH2:55][Br:61])[CH2:50]2. Reactants: ClCCl, O=C(O)c1cccc(S(=O)(=O)Cl)c1, NCc1ccccn1. Product: O=C(O)c1cccc(S(=O)(=O)NCc2ccccn2)c1. As a reaction SMILES: [Cl:22][CH2:23][Cl:24].[Cl:9][S:10](=[O:11])(=[O:12])[c:13]1[cH:14][c:15]([C:16](=[O:17])[OH:18])[cH:19][cH:20][cH:21]1.[NH2:1][CH2:2][c:3]1[n:4][cH:5][cH:6][cH:7][cH:8]1>>[NH:1]([CH2:2][c:3]1[n:4][cH:5][cH:6][cH:7][cH:8]1)[S:10](=[O:11])(=[O:12])[c:13]1[cH:14][c:15]([C:16](=[O:17])[OH:18])[cH:19][cH:20][cH:21]1. Starting materials: ice, [OH-].[Na+] (sodium hydroxide), C(C)OC=CC(CC(=O)OCC)=O (Ethyl ethoxymethyleneacetoacetate), C(C)O (ethanol), NO (hydroxylamine), C(C)O (ethanol), Cl.NO (Hydroxylamine hydrochloride). Solvent: O (water), O (water). Conditions: time 15 minute. Yields the product CC1=C(C=NO1)C(=O)OCC (Ethyl 5-methylisoxazol-4-yl carboxylate). Reaction SMILES: Cl.[NH2:2]O.[OH-].[Na+].C(OC=C[C:11](=O)[CH2:12][C:13]([O:15][CH2:16][CH3:17])=[O:14])C.NO.[CH2:21]([OH:23])[CH3:22]>O>[CH3:22][C:21]1[O:23][N:2]=[CH:11][C:12]=1[C:13]([O:15][CH2:16][CH3:17])=[O:14] |f:0.1,2.3|. Procedure: Hydroxylamine hydrochloride (52.6 g) was dissolved in water (150 ml) and stirred while an ice-cold solution of sodium hydroxide (30.28 g) in water (100 ml) was added. This solution was stirred for 15 minutes then absolute ethanol (600 ml) added and the solution stirred for a further 15 minutes. Ethyl ethoxymethyleneacetoacetate (128 g) was dissolved in absolute ethanol (100 ml) and added to the hydroxylamine solution. After stirring for 30 hours the solvents were removed on a rotary evaporator (... Reactants: O=C([O-])[O-], CCOc1ccccc1B(O)O, CS(C)=O, COCCOC, O=C(Cc1ccc(Cl)nc1)NCc1cccc(F)c1, [Na+], [Na+], O. Product: CCOc1ccccc1-c1ccc(CC(=O)NCc2cccc(F)c2)cn1. RXN SMILES: [C:32](=[O:33])([O-:34])[O-:35].[CH2:20]([CH3:21])[O:22][c:23]1[c:24]([B:29]([OH:30])[OH:31])[cH:25][cH:26][cH:27][cH:28]1.[CH3:38][S:39]([CH3:40])=[O:41].[CH3:42][O:43][CH2:44][CH2:45][O:46][CH3:47].[Cl:1][c:2]1[cH:3][cH:4][c:5]([CH2:8][C:9](=[O:10])[NH:11][CH2:12][c:13]2[cH:14][c:15]([F:19])[cH:16][cH:17][cH:18]2)[cH:6][n:7]1.[Na+:36].[Na+:37].[OH2:48]>>[c:2]1(-[c:24]2[c:23]([O:22][CH2:20][CH3:21])[cH:28][cH:27][cH:26][cH:25]2)[cH:3][cH:4][c:5]([CH2:8][C:9](=[O:10])[NH:11][CH2:12][c:13]2[cH:14][c:15]([F:19])[cH:16][cH:17][cH:18]2)[cH:6][n:7]1.